Dataset: the Open Reaction Database (ORD), a public repository of structured organic reaction records. Task: describe an organic reaction: reactants, conditions, products, and yield Starting materials: C(C)(=O)Cl (acetyl chloride), [Cl-] (chloride), C1(CC1)SC1=CC=CC=C1 (cyclopropyl(phenyl)sulfane), aqueous solution, Cl (hydrochloric acid). Run in ClCCl (dichloromethane), ClCCl (dichloromethane). Run at temperature 0 celsius, time 10 minute. Product: C1(CC1)SC1=CC=C(C=C1)C(C)=O (1-(4-(cyclopropylthio)phenyl)ethanone). Isolated yield 70.8%. As a reaction SMILES: [C:1](Cl)(=[O:3])[CH3:2].[Cl-].[CH:6]1([S:9][C:10]2[CH:15]=[CH:14][CH:13]=[CH:12][CH:11]=2)[CH2:8][CH2:7]1.Cl>ClCCl>[CH:6]1([S:9][C:10]2[CH:15]=[CH:14][C:13]([C:1](=[O:3])[CH3:2])=[CH:12][CH:11]=2)[CH2:8][CH2:7]1. Reported procedure: To dichloromethane (6.7 mL), acetyl chloride (189 μL, 2.66 mmol) and alminium chloride (267 mg, 2.0 mmol) were added sequentially at 0° C., and the mixture was stirred at 0° C. for 10 minutes. Then, a solution of cyclopropyl(phenyl)sulfane (200 mg, 1.33 mmol) in dichloromethane (890 μL) was added, and stirred at 0° C. for 0.5 hours. The reaction solution was added 5% aqueous solution of hydrochloric acid, and extracted with ethyl acetate. The organic layer was washed with a saturated aqueous sol... Starting materials: CN, CO, O=C(c1ccccc1)c1ccc(Cl)c([N+](=O)[O-])c1, O=S1(=O)CCCC1. Yields the product CNc1ccc(C(=O)c2ccccc2)cc1[N+](=O)[O-]. Reaction SMILES: [CH3:19][NH2:20].[CH3:28][OH:29].[Cl:1][c:2]1[c:3]([N+:16](=[O:17])[O-:18])[cH:4][c:5]([C:6](=[O:7])[c:8]2[cH:9][cH:10][cH:11][cH:12][cH:13]2)[cH:14][cH:15]1.[S:21]1(=[O:26])(=[O:27])[CH2:22][CH2:23][CH2:24][CH2:25]1>>[c:2]1([NH:20][CH3:19])[c:3]([N+:16](=[O:17])[O-:18])[cH:4][c:5]([C:6](=[O:7])[c:8]2[cH:9][cH:10][cH:11][cH:12][cH:13]2)[cH:14][cH:15]1. Reactants: O=C([O-])[O-], C1CSCCN1, Fc1ccc(C2=NOC(Cn3ccnn3)C2)cc1F, [K+], [K+]. Reaction SMILES: [C:20](=[O:21])([O-:22])[O-:23].[CH2:26]1[CH2:27][S:28][CH2:29][CH2:30][NH:31]1.[F:1][c:2]1[cH:3][c:4]([C:9]2=[N:10][O:11][CH:12]([CH2:14][n:15]3[n:16][n:17][cH:18][cH:19]3)[CH2:13]2)[cH:5][cH:6][c:7]1[F:8].[K+:24].[K+:25]>>[F:1][c:2]1[cH:3][c:4]([C:9]2=[N:10][O:11][CH:12]([CH2:14][n:15]3[n:16][n:17][cH:18][cH:19]3)[CH2:13]2)[cH:5][cH:6][c:7]1[N:31]1[CH2:26][CH2:27][S:28][CH2:29][CH2:30]1. Product: Fc1cc(C2=NOC(Cn3ccnn3)C2)ccc1N1CCSCC1. The reactants are [OH-].[Na+] (sodium hydroxide), CC12CCCC3=CC(=CC(CCC1)=C32)NC3=NC=C(C=N3)C(=O)OCC (ethyl 2-[(5,6,6a,7,8,9-hexahydro-6a-methyl-4H-2-phenalenyl)amino]pyrimidine-5-carboxylate), Cl (hydrochloric acid). Run in C(C)O (ethanol). Run at temperature 50 celsius, time 3 hour. Yields the product CC12CCCC3=CC(=CC(CCC1)=C32)NC3=NC=C(C=N3)C(=O)O (2-[(5,6,6a,7,8,9-Hexahydro-6a-methyl-4H-2-phenalenyl)amino]pyrimidine-5-carboxylic acid). Isolated yield 73.3%. As a reaction SMILES: [CH3:1][C:2]12[C:14]3[C:6](=[CH:7][C:8]([NH:15][C:16]4[N:21]=[CH:20][C:19]([C:22]([O:24]CC)=[O:23])=[CH:18][N:17]=4)=[CH:9][C:10]=3[CH2:11][CH2:12][CH2:13]1)[CH2:5][CH2:4][CH2:3]2.[OH-].[Na+].Cl>C(O)C>[CH3:1][C:2]12[C:14]3[C:10](=[CH:9][C:8]([NH:15][C:16]4[N:21]=[CH:20][C:19]([C:22]([OH:24])=[O:23])=[CH:18][N:17]=4)=[CH:7][C:6]=3[CH2:5][CH2:4][CH2:3]1)[CH2:11][CH2:12][CH2:13]2 |f:1.2|. Procedure details: A suspension of ethyl 2-[(5,6,6a,7,8,9-hexahydro-6a-methyl-4H-2-phenalenyl)amino]pyrimidine-5-carboxylate (0.043 g) in ethanol (5 ml) was added with 20% aqueous sodium hydroxide (1 ml), and the mixture was stirred at 50° C. for 3 hours. The reaction mixture was left to cool and then made acidic with 2 N aqueous hydrochloric acid, and the mixture was extracted with chloroform. The organic layer was washed successively with water and saturated brine, and dried over anhydrous sodium sulfate. The or... The reactants are CN1N=C(C(=C1)C=O)[N+](=O)[O-] (1-methyl-3-nitropyrazole-4-aldehyde), C(CC(=O)O)(=O)N (malonic acid monoamide). Solvent: N1=CC=CC=C1 (pyridine). The product is C(N)(=O)C(C(=O)O)=CC=1C(=NN(C1)C)[N+](=O)[O-] (2-carbamoyl-3-(1-methyl-3-nitro-4-pyrazolyl)-acrylic acid). As a reaction SMILES: [CH3:1][N:2]1[CH:6]=[C:5]([CH:7]=O)[C:4]([N+:9]([O-:11])=[O:10])=[N:3]1.[C:12]([NH2:18])(=[O:17])[CH2:13][C:14]([OH:16])=[O:15]>N1C=CC=CC=1>[C:12]([C:13](=[CH:7][C:5]1[C:4]([N+:9]([O-:11])=[O:10])=[N:3][N:2]([CH3:1])[CH:6]=1)[C:14]([OH:16])=[O:15])(=[O:17])[NH2:18]. Reported procedure: When the reaction of 1-methyl-3-nitropyrazole-4-aldehyde and malonic acid monoamide in pyridine is carried out at 70° C., then, as intermediate product, there can be isolated 2-carbamoyl-3-(1-methyl-3-nitro-4-pyrazolyl)-acrylic acid. For decarboxylation, 0.1 g. of this product is stirred in 1 ml. pyridine for 1.5 hours at a bath temperature of 120° C. The reaction mixture is then cooled, ice-cold semi-concentrated hydrochloric acid is added thereto and the precipitated crystals are filtered off ...